From a dataset of the Open Reaction Database (ORD), a public repository of structured organic reaction records. describe an organic reaction: reactants, conditions, products, and yield The reactants are Cl (hydrochloric acid), [K] (potassium), NC1=C(C=NC=C1Cl)Cl (4-amino-3,5-dichloropyridine), C1(CC1)COC=1C=C(C(=O)Cl)C=CC1OC(F)F (3-cyclopropylmethoxy-4-difluoromethoxybenzoyl chloride). The solvent is O (water), CN(C)C=O (DMF), CN(C)C=O (DMF). Run at temperature 25 celsius. The product is C1=CC(=C(C=C1C(=O)NC=2C(=CN=CC2Cl)Cl)OCC3CC3)OC(F)F (Roflumilast). RXN SMILES: [K].[NH2:2][C:3]1[C:8]([Cl:9])=[CH:7][N:6]=[CH:5][C:4]=1[Cl:10].[CH:11]1([CH2:14][O:15][C:16]2[CH:17]=[C:18]([CH:22]=[CH:23][C:24]=2[O:25][CH:26]([F:28])[F:27])[C:19](Cl)=[O:20])[CH2:13][CH2:12]1.Cl>CN(C=O)C.O>[CH:22]1[C:18]([C:19]([NH:2][C:3]2[C:4]([Cl:10])=[CH:5][N:6]=[CH:7][C:8]=2[Cl:9])=[O:20])=[CH:17][C:16]([O:15][CH2:14][CH:11]2[CH2:12][CH2:13]2)=[C:24]([O:25][CH:26]([F:27])[F:28])[CH:23]=1 |^1:0|. Procedure: The potassium salt suspension of the anion of 4-amino-3,5-dichloropyridine in DMF (2-2.5 equivalents) is introduced into a reaction vessel. A solution of 3-cyclopropylmethoxy-4-difluoromethoxybenzoyl chloride (1 equivalent) in DMF is slowly added to this suspension while stirring vigorously at a temperature of 15 to 40° C., preferably 20 to 30° C. After the reaction is complete, water is slowly added while stirring at 15-25° C., and the pH is adjusted to 2-3 with hydrochloric acid. Starting materials: CN(Cc1ccccc1)C(=O)C(Cc1ccccc1)N(CCC=O)C(=O)OC(C)(C)C, Cl, NC(CC(=O)O)Cc1c[nH]c2ccccc12. Yields the product CN(Cc1ccccc1)C(=O)C(Cc1ccccc1)N(CCCNC(CC(=O)O)Cc1c[nH]c2ccccc12)C(=O)OC(C)(C)C. As a reaction SMILES: [CH2:1]([c:2]1[cH:3][cH:4][cH:5][cH:6][cH:7]1)[N:8]([C:9]([CH:10]([CH2:11][c:12]1[cH:13][cH:14][cH:15][cH:16][cH:17]1)[N:18]([C:19](=[O:20])[O:21][C:22]([CH3:23])([CH3:24])[CH3:25])[CH2:26][CH2:27][CH:28]=[O:29])=[O:30])[CH3:31].[ClH:32].[nH:33]1[cH:34][c:35]([CH2:42][CH:43]([CH2:44][C:45](=[O:46])[OH:47])[NH2:48])[c:36]2[cH:37][cH:38][cH:39][cH:40][c:41]12>>[CH2:1]([c:2]1[cH:3][cH:4][cH:5][cH:6][cH:7]1)[N:8]([C:9]([CH:10]([CH2:11][c:12]1[cH:13][cH:14][cH:15][cH:16][cH:17]1)[N:18]([C:19](=[O:20])[O:21][C:22]([CH3:23])([CH3:24])[CH3:25])[CH2:26][CH2:27][CH2:28][NH:48][CH:43]([CH2:42][c:35]1[cH:34][nH:33][c:41]2[c:36]1[cH:37][cH:38][cH:39][cH:40]2)[CH2:44][C:45](=[O:46])[OH:47])=[O:30])[CH3:31]. Reactants: C(C)(=O)OC=1C=C(C(=O)O)C=CC1 (3-(acetyloxy)benzoic acid), FC(C=1C=C(N)C=CC1)(F)F (3-(trifluoromethyl)aniline), C(C)N(C(C)C)C(C)C (N-ethyl-N-isopropylpropane-2-amine). Solvent: S(=O)(Cl)Cl (thionyl chloride). Yields the product C(C)(=O)OC1=CC(=CC=C1)C(=O)NC1=CC(=CC=C1)C(F)(F)F (3-({[3-(trifluoromethyl)phenyl]amino}carbonyl)phenyl acetate). As a reaction SMILES: [C:1]([O:4][C:5]1[CH:6]=[C:7]([CH:11]=[CH:12][CH:13]=1)[C:8]([OH:10])=O)(=[O:3])[CH3:2].[F:14][C:15]([F:24])([F:23])[C:16]1[CH:17]=[C:18]([CH:20]=[CH:21][CH:22]=1)[NH2:19].C(N(C(C)C)C(C)C)C>S(Cl)(Cl)=O>[C:1]([O:4][C:5]1[CH:13]=[CH:12][CH:11]=[C:7]([C:8]([NH:19][C:18]2[CH:20]=[CH:21][CH:22]=[C:16]([C:15]([F:14])([F:23])[F:24])[CH:17]=2)=[O:10])[CH:6]=1)(=[O:3])[CH3:2]. Procedure: Using 3-(acetyloxy)benzoic acid (9.01 g, 50.0 mmol), thionyl chloride (10 mL), 3-(trifluoromethyl)aniline (12.1 g, 75.0 mmol) and N-ethyl-N-isopropylpropane-2-amine (12.9 g, 100 mmol), and in the same manner as in Example A25(i), the title compound (16.2 g, quantitatively) was obtained as a colorless oil. Reactants: Cl.CC(C[C@@H](C=1C=NC(=NC1)C1=CC=C(C=C1)C(F)(F)F)N)C ((S)-3-methyl-1-[2-(4-trifluoromethyl-phenyl)-pyrimidin-5-yl]-butylamine hydrochloride), COC(C1=CN=C(C=C1)F)=O (6-fluoro-nicotinic acid methyl ester), C(=O)([O-])[O-].[K+].[K+] (K2CO3). The solvent is N#N (N2). Reaction conditions: temperature 100 celsius, time 20 hour. The product is COC(C1=CN=C(C=C1)N[C@@H](CC(C)C)C=1C=NC(=NC1)C1=CC=C(C=C1)C(F)(F)F)=O (6-{(S)-3-methyl-1-[2-(4-trifluoromethyl-phenyl)-pyrimidin-5-yl]butylamino}-nicotinic acid methyl ester). The yield is 94.5%. Reaction SMILES: Cl.[CH3:2][CH:3]([CH3:23])[CH2:4][C@H:5]([NH2:22])[C:6]1[CH:7]=[N:8][C:9]([C:12]2[CH:17]=[CH:16][C:15]([C:18]([F:21])([F:20])[F:19])=[CH:14][CH:13]=2)=[N:10][CH:11]=1.[CH3:24][O:25][C:26](=[O:34])[C:27]1[CH:32]=[CH:31][C:30](F)=[N:29][CH:28]=1.C([O-])([O-])=O.[K+].[K+]>N#N>[CH3:24][O:25][C:26](=[O:34])[C:27]1[CH:32]=[CH:31][C:30]([NH:22][C@H:5]([C:6]2[CH:7]=[N:8][C:9]([C:12]3[CH:17]=[CH:16][C:15]([C:18]([F:21])([F:20])[F:19])=[CH:14][CH:13]=3)=[N:10][CH:11]=2)[CH2:4][CH:3]([CH3:23])[CH3:2])=[N:29][CH:28]=1 |f:0.1,3.4.5|. Reported procedure: (S)-3-methyl-1-[2-(4-trifluoromethyl-phenyl)-pyrimidin-5-yl]-butylamine hydrochloride (31.33 g, 90.60 mmol) was combined with 6-fluoro-nicotinic acid methyl ester (16.9 g, 109 mmol) and K2CO3 (37.6 g, 272 mmol, 325 mesh) in a 500 mL N2-purged round bottom. Anhydrous dimethylformamide (115 mL) was added. The reaction was heated to 100° C. as a suspension. At 35 min another 3.00 g of 6-fluoro-nicotinic acid methyl ester was added. At 20 h, the reaction was placed in an ice bath and when the intern... Reactants: CC(=O)Nc1nc(C)c(S(=O)(=O)Cl)s1, COC(=O)C(Cc1ccc(-c2ccc(C#N)cc2)cc1)NC(=O)C1Cc2cc3c(cc2CN1)OC(c1ccc(OCc2ccc(Cl)c(Cl)c2)cc1)CO3. The product is COC(=O)C(Cc1ccc(-c2ccc(C#N)cc2)cc1)NC(=O)C1Cc2cc3c(cc2CN1S(=O)(=O)c1sc(NC(C)=O)nc1C)OC(c1ccc(OCc2ccc(Cl)c(Cl)c2)cc1)CO3. As a reaction SMILES: [C:54]([CH3:55])(=[O:56])[NH:57][c:58]1[s:59][c:60]([S:64](=[O:65])(=[O:66])[Cl:67])[c:61]([CH3:63])[n:62]1.[CH3:1][O:2][C:3]([CH:4]([CH2:5][c:6]1[cH:7][cH:8][c:9](-[c:12]2[cH:13][cH:14][c:15]([C:18]#[N:19])[cH:16][cH:17]2)[cH:10][cH:11]1)[NH:20][C:21](=[O:22])[CH:23]1[NH:24][CH2:25][c:26]2[cH:27][c:28]3[c:29]([cH:30][c:31]2[CH2:32]1)[O:33][CH2:34][CH:35]([c:37]1[cH:38][cH:39][c:40]([O:43][CH2:44][c:45]2[cH:46][c:47]([Cl:52])[c:48]([Cl:51])[cH:49][cH:50]2)[cH:41][cH:42]1)[O:36]3)=[O:53]>>[CH3:1][O:2][C:3]([CH:4]([CH2:5][c:6]1[cH:7][cH:8][c:9](-[c:12]2[cH:13][cH:14][c:15]([C:18]#[N:19])[cH:16][cH:17]2)[cH:10][cH:11]1)[NH:20][C:21](=[O:22])[CH:23]1[N:24]([S:64]([c:60]2[s:59][c:58]([NH:57][C:54]([CH3:55])=[O:56])[n:62][c:61]2[CH3:63])(=[O:65])=[O:66])[CH2:25][c:26]2[cH:27][c:28]3[c:29]([cH:30][c:31]2[CH2:32]1)[O:33][CH2:34][CH:35]([c:37]1[cH:38][cH:39][c:40]([O:43][CH2:44][c:45]2[cH:46][c:47]([Cl:52])[c:48]([Cl:51])[cH:49][cH:50]2)[cH:41][cH:42]1)[O:36]3)=[O:53]. The reactants are CNc1nc2c(cc1C(N)=O)c1ccccc1n2CC(C)N(C(=O)[O-])C(C)(C)C, O=C(O)C(F)(F)F. Product: CNc1nc2c(cc1C(N)=O)c1ccccc1n2CC(C)N. As a reaction SMILES: [C:1]([N:5]([C:2](=[O:3])[O-:4])[CH:9]([CH2:10][n:11]1[c:12]2[c:13]([c:14]3[cH:15][cH:16][cH:17][cH:18][c:19]13)[cH:20][c:21]([C:26](=[O:27])[NH2:28])[c:22]([NH:24][CH3:25])[n:23]2)[CH3:29])([CH3:6])([CH3:7])[CH3:8].[F:30][C:31]([F:32])([F:33])[C:34]([OH:35])=[O:36]>>[NH2:5][CH:9]([CH2:10][n:11]1[c:12]2[c:13]([c:14]3[cH:15][cH:16][cH:17][cH:18][c:19]13)[cH:20][c:21]([C:26](=[O:27])[NH2:28])[c:22]([NH:24][CH3:25])[n:23]2)[CH3:29].